Dataset: the Open Reaction Database (ORD), a public repository of structured organic reaction records. Task: describe an organic reaction: reactants, conditions, products, and yield Reactants: BrCc1ccccc1, O=C([O-])O, Cl, Nc1cc(C(O)=S)cc(S)c1-c1ccccc1, [Na+], [Na]. Yields the product Nc1cc(C(O)=S)cc(SCc2ccccc2)c1-c1ccccc1. RXN SMILES: [Br:18][CH2:19][c:20]1[cH:21][cH:22][cH:23][cH:24][cH:25]1.[C:28](=[O:29])([O-:30])[OH:31].[ClH:27].[NH2:1][c:2]1[c:3](-[c:12]2[cH:13][cH:14][cH:15][cH:16][cH:17]2)[c:4]([SH:11])[cH:5][c:6]([C:7](=[S:8])[OH:9])[cH:10]1.[Na+:32].[Na:26]>>[NH2:1][c:2]1[c:3](-[c:12]2[cH:13][cH:14][cH:15][cH:16][cH:17]2)[c:4]([S:11][CH2:19][c:20]2[cH:21][cH:22][cH:23][cH:24][cH:25]2)[cH:5][c:6]([C:7](=[S:8])[OH:9])[cH:10]1. Reactants: C1(=CC=C(C=C1)C=1OC2=C(C1C(C)=O)C=CC=C2)C (2-(p-tolyl)-3-acetylbenzofuran), C=O (paraformaldehyde), Cl.CNC (dimethylamine hydrochloride), saturated solution, Cl (hydrogen chloride). Solvent: C(C)(C)O (isopropanol), C(C)O (ethanol). Product: C1(=CC=C(C=C1)C=1OC2=C(C1C(CCN(C)C)=O)C=CC=C2)C (2-(p-Tolyl)-3-[3-(dimethylamino)propionyl] benzofuran). As a reaction SMILES: [C:1]1([CH3:19])[CH:6]=[CH:5][C:4]([C:7]2[O:8][C:9]3[CH:18]=[CH:17][CH:16]=[CH:15][C:10]=3[C:11]=2[C:12](=[O:14])[CH3:13])=[CH:3][CH:2]=1.[CH2:20]=O.Cl.[CH3:23][NH:24][CH3:25].Cl>C(O)(C)C.C(O)C>[C:1]1([CH3:19])[CH:2]=[CH:3][C:4]([C:7]2[O:8][C:9]3[CH:18]=[CH:17][CH:16]=[CH:15][C:10]=3[C:11]=2[C:12](=[O:14])[CH2:13][CH2:23][N:24]([CH3:20])[CH3:25])=[CH:5][CH:6]=1 |f:2.3|. Procedure details: To a solution of 20 grams of 2-(p-tolyl)-3-acetylbenzofuran in 80 milliliters of isopropanol was added 3.4 grams of paraformaldehyde, 9.1 grams of dimethylamine hydrochloride, and 8 milliliters of a saturated solution of hydrogen chloride in ethanol, and the mixture was heated under gentle reflux for a period of 8 hours. The solvent was evaporated under vacuum and the residue was taken up in water and ethyl ether was then added thereto to dissolve and extract the water-insoluble solids from the ... Reactants: C(C)(=O)OCC (ethyl acetate), FC(C=1C=C(CNCC2=C(C=CC(=C2)C(F)(F)F)N(CC)CCCC)C=C(C1)C(F)(F)F)(F)F ({2-[(3,5-Bis-trifluoromethyl-benzylamino)-methyl]-4-trifluoromethyl-phenyl}-butyl-ethyl-amine), ClC1=NC=NC(=C1)Cl (4,6-dichloropyrimidine), C(C)N(C(C)C)C(C)C (N-ethyldiisopropylamine). Solvent: O (water), C1(=CC=CC=C1)C (toluene). Yields the product FC(C=1C=C(CN(C2=NC=NC(=C2)Cl)CC2=C(C=CC(=C2)C(F)(F)F)N(CC)CCCC)C=C(C1)C(F)(F)F)(F)F ((3,5-bis-trifluoromethyl-benzyl)-[2-(butyl-ethyl-amino)-5-trifluoromethyl-benzyl]-(6-chloropyrimidin-4-yl)-amine). Yield: 73.5%. As a reaction SMILES: [F:1][C:2]([F:34])([F:33])[C:3]1[CH:4]=[C:5]([CH:26]=[C:27]([C:29]([F:32])([F:31])[F:30])[CH:28]=1)[CH2:6][NH:7][CH2:8][C:9]1[CH:14]=[C:13]([C:15]([F:18])([F:17])[F:16])[CH:12]=[CH:11][C:10]=1[N:19]([CH2:22][CH2:23][CH2:24][CH3:25])[CH2:20][CH3:21].[Cl:35][C:36]1[CH:41]=[C:40](Cl)[N:39]=[CH:38][N:37]=1.C(N(C(C)C)C(C)C)C.C(OCC)(=O)C>C1(C)C=CC=CC=1.O>[F:1][C:2]([F:33])([F:34])[C:3]1[CH:4]=[C:5]([CH:26]=[C:27]([C:29]([F:32])([F:31])[F:30])[CH:28]=1)[CH2:6][N:7]([CH2:8][C:9]1[CH:14]=[C:13]([C:15]([F:17])([F:16])[F:18])[CH:12]=[CH:11][C:10]=1[N:19]([CH2:22][CH2:23][CH2:24][CH3:25])[CH2:20][CH3:21])[C:40]1[CH:41]=[C:36]([Cl:35])[N:37]=[CH:38][N:39]=1. Procedure details: {2-[(3,5-Bis-trifluoromethyl-benzylamino)-methyl]-4-trifluoromethyl-phenyl}-butyl-ethyl-amine (2.0 g), 4,6-dichloropyrimidine (1.19 g) and N-ethyldiisopropylamine (2.09 ml) are dissolved in toluene (10 ml) and the mixture is heated under reflux for 3 hours. The reaction solution is cooled to room temperature, and thereto are added ethyl acetate and water, and the mixture is separated, and the organic layer is washed with a saturated brine, dried over magnesium sulfate, and concentrated under red... Starting materials: C1C=CC2=CC=CC=C12 (indene), C[Si](C)(C)[N-][Si](C)(C)C.[Li+] (lithium bis(trimethylsilyl)amide), ICCC1C(CI)OCCO1 (1,5-diiodo-3-ethylenedioxypentane). Run in C1CCOC1 (THF). Conditions: time 30 minute. The product is C1OC2(CCC3(CCC4=CC=CC=C34)CC2)OC1 (2',3'-dihydro-4,4-ethylenedioxyspiro[cyclohexane-1,1'-[1H]indene]). Isolated yield 67.1%. As a reaction SMILES: [CH2:1]1[C:9]2[C:4](=[CH:5][CH:6]=[CH:7][CH:8]=2)[CH:3]=[CH:2]1.C[Si]([N-][Si](C)(C)C)(C)C.[Li+].I[CH2:21][CH2:22][CH:23]1[O:30][CH2:29][CH2:28][O:27][CH:24]1[CH2:25]I>C1COCC1>[CH2:29]1[CH2:28][O:27][C:23]2([CH2:24][CH2:25][C:1]3([C:9]4[C:4](=[CH:5][CH:6]=[CH:7][CH:8]=4)[CH2:3][CH2:2]3)[CH2:21][CH2:22]2)[O:30]1 |f:1.2|. Procedure details: To a solution of indene (0.84 g, 7.3 mmol) in THF at 0° C. was added lithium bis(trimethylsilyl)amide (14.6 ml, 14.6 mmol). After 30 minutes of stirring the anion was cannulated into a solution of 1,5-diiodo-3-ethylenedioxypentane (2.79 g, 7.3 mmol) prepared as described in J. Am. Chem. Soc. 1990, 9001-9003). The reaction mixture was stirred for 1 h and then warmed to room temperature over night. The reaction mixture was concentrated and purified by flash chromatography (silica gel, hexane/ethyl... Starting materials: CC(=CC(C(F)(F)F)=O)C (4-methyl-1,1,1-trifluoropent-3-en-2-one), COC1=C(C=CC=C1)[Mg]Br (2-methoxyphenylmagnesium bromide). Reagents/catalysts: [Cu]I (CuI). Solvent: C(C)OCC (diethyl ether). Conditions: time 1 hour. Yields the product FC(C(CC(C)(C)C1=C(C=CC=C1)OC)=O)(F)F (1,1,1-trifluoro-4-(2-methoxyphenyl)-4-methylpentan-2-one). Yield: 81.9%. RXN SMILES: [CH3:1][O:2][C:3]1[CH:8]=[CH:7][CH:6]=[CH:5][C:4]=1[Mg]Br.[CH3:11][C:12]([CH3:20])=[CH:13][C:14](=[O:19])[C:15]([F:18])([F:17])[F:16]>C(OCC)C.[Cu]I>[F:16][C:15]([F:18])([F:17])[C:14](=[O:19])[CH2:13][C:12]([C:4]1[CH:5]=[CH:6][CH:7]=[CH:8][C:3]=1[O:2][CH3:1])([CH3:20])[CH3:11]. Procedure details: To a solution of 2-methoxyphenylmagnesium bromide (131 mL, 65.7 mmol, 0.5M solution in THF) at 0° C. was added CuI (12.5 g, 65.7 mmol). The reaction mixture was warmed to room temperature and stirred for 1 hour. A solution of 4-methyl-1,1,1-trifluoropent-3-en-2-one (10.0 g, 65.74 mmol) (made via procedure in PCT international application WO03/082280, Example 10), in diethyl ether (200 mL) was added and the reaction mixture was stirred overnight. The reaction was quenched with saturated aqueous a... The reactants are O=C([O-])[O-], CN(C)CCCl, CN(C)C=O, ClCCl, Cl, [K+], [K+], N#Cc1cc(O)cc(-c2nc(-c3ccccn3)no2)c1. Product: CN(C)CCOc1cc(C#N)cc(-c2nc(-c3ccccn3)no2)c1. As a reaction SMILES: [C:21](=[O:22])([O-:23])[O-:24].[CH3:28][N:29]([CH2:30][CH2:31][Cl:32])[CH3:33].[CH3:34][N:35]([CH3:36])[CH:37]=[O:38].[Cl:39][CH2:40][Cl:41].[ClH:27].[K+:25].[K+:26].[n:1]1[c:2](-[c:7]2[n:8][o:9][c:10](-[c:12]3[cH:13][c:14]([C:19]#[N:20])[cH:15][c:16]([OH:18])[cH:17]3)[n:11]2)[cH:3][cH:4][cH:5][cH:6]1>>[n:1]1[c:2](-[c:7]2[n:8][o:9][c:10](-[c:12]3[cH:13][c:14]([C:19]#[N:20])[cH:15][c:16]([O:18][CH2:31][CH2:30][N:29]([CH3:28])[CH3:33])[cH:17]3)[n:11]2)[cH:3][cH:4][cH:5][cH:6]1. Reactants: Cl.C(C1=CC=CC=C1)N1CCC(=CC1)C=CC1=CC=C(C=C1)OC (1-benzyl-1,2,3,6-tetrahydro-4-(p-methoxystyryl)-pyridine, hydrochloride), C1(\C=C/C(=O)O1)=O (maleic anhydride), C(C)(=O)OC(C)=O (acetic anhydride), C1(O)=CC=C(O)C=C1 (hydroquinone). Solvent: C(C)(=O)O (acetic acid). Yields the product Cl.C(C1=CC=CC=C1)N1CC2C3C(C(C=C2CC1)C1=CC=C(C=C1)OC)C(=O)OC3=O (2-benzyl-1,2,3,4,6,7,8,8a-octahydro-6-(p-methoxyphenyl)-7,8-isoquinoline-dicarboxylic acid anhydride hydrochloride). As a reaction SMILES: [ClH:1].[CH2:2]([N:9]1[CH2:14][CH:13]=[C:12]([CH:15]=[CH:16][C:17]2[CH:22]=[CH:21][C:20]([O:23][CH3:24])=[CH:19][CH:18]=2)[CH2:11][CH2:10]1)[C:3]1[CH:8]=[CH:7][CH:6]=[CH:5][CH:4]=1.[C:25]1(=[O:31])[O:30][C:28](=[O:29])[CH:27]=[CH:26]1.C(OC(=O)C)(=O)C.C1(C=CC(O)=CC=1)O>C(O)(=O)C>[ClH:1].[CH2:2]([N:9]1[CH2:10][CH2:11][C:12]2[CH:13]([CH:26]3[C:25](=[O:31])[O:30][C:28](=[O:29])[CH:27]3[CH:16]([C:17]3[CH:22]=[CH:21][C:20]([O:23][CH3:24])=[CH:19][CH:18]=3)[CH:15]=2)[CH2:14]1)[C:3]1[CH:4]=[CH:5][CH:6]=[CH:7][CH:8]=1 |f:0.1,6.7|. Procedure details: A solution of 21 g (0.06 moles) 1-benzyl-1,2,3,6-tetrahydro-4-(p-methoxystyryl)-pyridine, hydrochloride, from example 6, 37.8 g ground maleic anhydride, 135 ml. glacial acetic acid, 135 ml. acetic anhydride and 20 mg hydroquinone is refluxed under nitrogen for 1/2 hour. The solution is allowed to cool and evaporate to an oil. The crude Diels-Alder adduct (quantitative yield of 2-benzyl-1,2,3,4,6,7,8,8a-octahydro-6-(p-methoxyphenyl)-7,8-isoquinoline-dicarboxylic acid anhydride hydrochloride) is d... Run at temperature 120 celsius, time 5 minute. The solvent is O1CCOCC1 (dioxane). The reagents and catalysts are CC(=O)[O-].CC(=O)[O-].[Pd+2] (Pd(OAc)2). Procedure: A mixture of 9-Chloro-2-[2-(2,4-difluoro-phenyl)-2H-[1,2,4]triazol-3-yl]-4,5-dihydro-6-oxa-1-thia-10-aza-benzo[e]azulene (300 mg, 0.72 mmol), Pd(OAc)2 (20 mg, 0.1 mmol), isopropylamine (80 mg, 1.44 mmol), X-phos (70 mg, 0.144 mmol), tert-butoxide (140 mg, 1.44 mmol) in dioxane (2 mL) was bubbled N2 for 10 min and then stirred at 120° C. for 5 min under the irradition of microwave. The mixture was filtered over celite. The filtrate was concentrated to dryness and purified by pre-HPLC to afford 80... The reactants are ClC=1C=CC2=C(C=3SC(=CC3CCO2)C=2N(N=CN2)C2=C(C=C(C=C2)F)F)N1 (9-Chloro-2-[2-(2,4-difluoro-phenyl)-2H-[1,2,4]triazol-3-yl]-4,5-dihydro-6-oxa-1-thia-10-aza-benzo[e]azulene), C(C)(C)N (isopropylamine), CC(C)C1=CC(=C(C(=C1)C(C)C)C2=C(C=CC=C2)P(C3CCCCC3)C4CCCCC4)C(C)C (X-phos), CC(C)([O-])C (tert-butoxide). RXN SMILES: Cl[C:2]1[CH:3]=[CH:4][C:5]2[O:14][CH2:13][CH2:12][C:11]3[CH:10]=[C:9]([C:15]4[N:16]([C:20]5[CH:25]=[CH:24][C:23]([F:26])=[CH:22][C:21]=5[F:27])[N:17]=[CH:18][N:19]=4)[S:8][C:7]=3[C:6]=2[N:28]=1.[CH:29]([NH2:32])([CH3:31])[CH3:30].CC(C1C=C(C(C)C)C(C2C=CC=CC=2P(C2CCCCC2)C2CCCCC2)=C(C(C)C)C=1)C.CC(C)([O-])C>O1CCOCC1.CC([O-])=O.CC([O-])=O.[Pd+2]>[F:27][C:21]1[CH:22]=[C:23]([F:26])[CH:24]=[CH:25][C:20]=1[N:16]1[C:15]([C:9]2[S:8][C:7]3[C:6]4[N:28]=[C:2]([NH:32][CH:29]([CH3:31])[CH3:30])[CH:3]=[CH:4][C:5]=4[O:14][CH2:13][CH2:12][C:11]=3[CH:10]=2)=[N:19][CH:18]=[N:17]1 |f:5.6.7|. Yields the product FC1=C(C=CC(=C1)F)N1N=CN=C1C1=CC=2CCOC3=C(C2S1)N=C(C=C3)NC(C)C ({2-[2-(2,4-Difluoro-phenyl)-2H-[1,2,4]triazol-3-yl]-4,5-dihydro-6-oxa-1-thia-10-aza-benzo[e]azulen-9-yl}-isopropyl-amine). Isolated yield 25.3%.